From a dataset of the Open Reaction Database (ORD), a public repository of structured organic reaction records. describe an organic reaction: reactants, conditions, products, and yield Reactants: Cl (hydrochloric acid), [OH-].[Li+] (lithium hydroxide), N(N)C=1C=C(C(=O)O)C=CC1 (3-Hydrazinobenzoic acid), C(C)OC(=O)C=1C=NC2=C(C=CC=C2C1Cl)F (4-chloro-8-fluoro-quinoline-3-carboxylic acid ethyl ester). Solvent: O.O1CCCC1 (tetrahydrofuran water), C(CCC)O (n-butanol). Run at time 16 hour. Yields the product FC1=CC=CC=2C=3C(=CNC12)C(N(N3)C=3C=C(C(=O)O)C=CC3)=O (3-(6-Fluoro-3-oxo-3,5-dihydro-pyrazolo[4,3-c]quinolin-2-yl)-benzoic acid). The yield is 65.2%. Reaction SMILES: [NH:1]([C:3]1[CH:4]=[C:5]([CH:9]=[CH:10][CH:11]=1)[C:6]([OH:8])=[O:7])[NH2:2].C([O:14][C:15]([C:17]1[CH:18]=[N:19][C:20]2[C:25]([C:26]=1Cl)=[CH:24][CH:23]=[CH:22][C:21]=2[F:28])=O)C.[OH-].[Li+].Cl>C(O)CCC.O.O1CCCC1>[F:28][C:21]1[C:20]2[NH:19][CH:18]=[C:17]3[C:15](=[O:14])[N:1]([C:3]4[CH:4]=[C:5]([CH:9]=[CH:10][CH:11]=4)[C:6]([OH:8])=[O:7])[N:2]=[C:26]3[C:25]=2[CH:24]=[CH:23][CH:22]=1 |f:2.3,6.7|. Procedure details: 3-Hydrazinobenzoic acid (1.91 g, 0.013 mol) was added in one portion to a stirred solution of 4-chloro-8-fluoro-quinoline-3-carboxylic acid ethyl ester (2.93 g, 0.011 mol) in n-butanol (60 ml) at room temperature. The solution was heated to reflux for 16 h, cooled to room temperature and the resulting yellow solid filtered, washed with tert-butyl methyl ether and then dried. The solid was redissolved in a solution of tetrahydrofuran water (2:1; 21 ml) and lithium hydroxide (1.27 g, 0.031 mol) wa... The reactants are CC(=O)C[C@H](O)[C@H](O)COS(=O)(=O)C1=CC=C(C)C=C1 (methyl-2-deoxy-5-O-tosyl-D-ribose), [N-]=[N+]=[N-].[Na+] (sodium azide). Solvent: CN(C)C=O (DMF). The product is CC(=O)C[C@H](O)[C@H](O)CN=[N+]=[N-] (Methyl-5-azido-2,5 dideoxy-D-ribose). Isolated yield 79.6%. Reaction SMILES: [CH3:1][C:2]([CH2:4][C@@H:5]([C@@H:7]([CH2:9]OS(C1C=CC(C)=CC=1)(=O)=O)[OH:8])[OH:6])=[O:3].[N-:21]=[N+:22]=[N-:23].[Na+]>CN(C=O)C>[CH3:1][C:2]([CH2:4][C@@H:5]([C@@H:7]([CH2:9][N:21]=[N+:22]=[N-:23])[OH:8])[OH:6])=[O:3] |f:1.2|. Procedure details: To a solution of methyl-2-deoxy-5-O-tosyl-D-ribose (13.6 g, 45 mmol) in DMF (250 mL) was added sodium azide (4.4 g, 67 mmol). The mixture was refluxed for 4 hours, cooled to room temperature, quenched with ice water (1.5 mL), and extracted with ethyl-acetate. The extract was washed with water, dried, and concentrated to give an oil (6.2 g, 86% yield). NMR Starting materials: C(C)(C)OP(OC(C)C)(=O)C1=CC(=CC=C1)OC1=NC2=C(N1)C=C(C(=C2)C2=CC=C(C=C2)C2=CC=CC=C2)F ([3-(5-biphenyl-4-yl-6-fluoro-1H-benzoimidazol-2-yloxy)-phenyl]-phosphonic acid diisopropyl ester), C[Si](C)(C)N[Si](C)(C)C (hexamethyldisilizane), Br[Si](C)(C)C (bromo trimethylsilane). The solvent is C(Cl)Cl (CH2Cl2). Run at time 18 hour. Yields the product C1(=CC=C(C=C1)C1=CC2=C(NC(=N2)OC=2C=C(C=CC2)P(O)(O)=O)C=C1F)C1=CC=CC=C1 ({3-[(5-biphenyl-4-yl-6-fluoro-1H-benzimidazol-2-yl)oxy]phenyl}phosphonic acid). Reaction SMILES: C([O:4][P:5]([C:11]1[CH:16]=[CH:15][CH:14]=[C:13]([O:17][C:18]2[NH:22][C:21]3[CH:23]=[C:24]([F:39])[C:25]([C:27]4[CH:32]=[CH:31][C:30]([C:33]5[CH:38]=[CH:37][CH:36]=[CH:35][CH:34]=5)=[CH:29][CH:28]=4)=[CH:26][C:20]=3[N:19]=2)[CH:12]=1)(=[O:10])[O:6]C(C)C)(C)C.C[Si](N[Si](C)(C)C)(C)C.Br[Si](C)(C)C>C(Cl)Cl>[C:30]1([C:33]2[CH:34]=[CH:35][CH:36]=[CH:37][CH:38]=2)[CH:29]=[CH:28][C:27]([C:25]2[C:24]([F:39])=[CH:23][C:21]3[NH:22][C:18]([O:17][C:13]4[CH:12]=[C:11]([P:5](=[O:4])([OH:10])[OH:6])[CH:16]=[CH:15][CH:14]=4)=[N:19][C:20]=3[CH:26]=2)=[CH:32][CH:31]=1. Reported procedure: To a solution of compound 13-8 (40 mg, 0.073 mmol) in 3 mL of CH2Cl2 was added hexamethyldisilizane (0.3 mL), followed by bromo trimethylsilane (0.1 mL, 0.74 mmol). The reaction was allowed to stir for 18 h at ambient temperature. The organic solvent was removed in vacuo, followed by the addition of H2O (1 mL). The crude product was sonicated and yielded a white suspension. Solvent was removed in vacuo and the product was dissolved in DMSO (1.5 mL). The product was purified by prepatory HPLC usi... Starting materials: ClC=1SC=C(N1)C(=O)Cl (2-Chloro-4-thiazolecarboxylic acid chloride), ClC=1SC=C(N1)C(=O)O (2-chloro-4-thiazolecarboxylic acid), S(=O)(Cl)Cl (thionyl chloride), C(C)N (ethylamine). The solvent is O (water), CN(C)C=O (DMF). Yields the product ClC=1SC=C(N1)C(=O)NCC (2-chloro-N-ethyl-4-thiazolecarboxamide). Reaction SMILES: [Cl:1][C:2]1[S:3][CH:4]=[C:5]([C:7](Cl)=[O:8])[N:6]=1.ClC1S[CH:13]=[C:14](C(O)=O)[N:15]=1.S(Cl)(Cl)=O.C(N)C>O.CN(C=O)C>[Cl:1][C:2]1[S:3][CH:4]=[C:5]([C:7]([NH:15][CH2:14][CH3:13])=[O:8])[N:6]=1. Procedure details: 2-Chloro-4-thiazolecarboxylic acid chloride (prepared from 2-chloro-4-thiazolecarboxylic acid, thionyl chloride and a catalytic amount of DMF) was reacted with 70% ethylamine in water to yield 2-chloro-N-ethyl-4-thiazolecarboxamide. This compound was reacted with TMSCl using the method of step c of Example 248. Purification by flash chromatography with 3% ethyl acetate-hexane gave 2.5 g of the title compound as a light yellow oil in 55.6% yield. nD26 1.5313. The reactants are ClC1=CC(=NC(=C1Cl)Cl)C=O (4,5,6-trichloropyridine-2-carbaldehyde), S(=O)(=O)(C1=CC=C(C)C=C1)C[N+]#[C-] (tosylmethyl isocyanide), C([O-])([O-])=O.[K+].[K+] (potassium carbonate). Solvent: CO (methanol). Conditions: temperature 50 celsius. Yields the product ClC1=NC(=CC(=C1Cl)Cl)C1=CN=CO1 (2,3,4-trichloro-6-(5-oxazolyl)pyridine). Yield: 85.0%. As a reaction SMILES: [Cl:1][C:2]1[C:7]([Cl:8])=[C:6]([Cl:9])[N:5]=[C:4]([CH:10]=[O:11])[CH:3]=1.S([CH2:22][N+:23]#[C-:24])(C1C=CC(C)=CC=1)(=O)=O.C(=O)([O-])[O-].[K+].[K+]>CO>[Cl:9][C:6]1[C:7]([Cl:8])=[C:2]([Cl:1])[CH:3]=[C:4]([C:10]2[O:11][CH:24]=[N:23][CH:22]=2)[N:5]=1 |f:2.3.4|. Procedure details: A mixture of 4,5,6-trichloropyridine-2-carbaldehyde (1.66 g, 8 mmol), tosylmethyl isocyanide (1.54 g, 8 mmol) and potassium carbonate (1.09 g, 8 mmol) in methanol (20 mL) was heated at 50° C. for 30 min and then heated at 80° C. for 5 min. The solvent was removed by rotary evaporation and the residue was suspended in water (200 mL) and stirred vigorously. The precipitate was collected by suction filtration, washed with water and air-dried to provide of 2,3,4-trichloro-6-(5-oxazolyl)pyridine (1.7... Reactants: COC1=CC(=C(N)C=C1)C (4-methoxy-2-methylaniline), [N+](=O)([O-])C1=C(C=O)C=CC=C1 (2-nitrobenzaldehyde). The solvent is O1CCCC1 (tetrahydrofuran). The product is COC1=CC(=C(C=C1)N1N=C2C=CC=CC2=C1)C (2-(4-methoxy-2-methylphenyl)-2H-indazole). Isolated yield 62.9%. Reaction SMILES: [CH3:1][O:2][C:3]1[CH:9]=[CH:8][C:6]([NH2:7])=[C:5]([CH3:10])[CH:4]=1.[N+:11]([C:14]1[CH:21]=[CH:20][CH:19]=[CH:18][C:15]=1[CH:16]=O)([O-])=O>O1CCCC1>[CH3:1][O:2][C:3]1[CH:9]=[CH:8][C:6]([N:7]2[CH:16]=[C:15]3[C:14]([CH:21]=[CH:20][CH:19]=[CH:18]3)=[N:11]2)=[C:5]([CH3:10])[CH:4]=1. Reported procedure: A mixture of 4-methoxy-2-methylaniline (1.37 g, 10.0 mmol) and 2-nitrobenzaldehyde (1.51 g, 10.0 mmol) in tetrahydrofuran (30 mL) was stirred at reflux for 4 hours. The reaction was concentrated. To the residue was added triethyl phosphite (10 mL) and the mixture was stirred at reflux for 40 hours. The reaction was concentrated and purification by flash column chromatography gave 2-(4-methoxy-2-methylphenyl)-2H-indazole (1.5 g, 63%) as a white solid. 1H NMR (400 MHz, CDCl3, δ): 8.05 (s, 1H), 7.8... Reactants: C1CNCCN1, Cc1c(Cl)nn2cc(-c3ccc(F)cc3)nc2c1C, O. Yields the product Cc1c(N2CCNCC2)nn2cc(-c3ccc(F)cc3)nc2c1C. RXN SMILES: [CH2:20]1[CH2:21][NH:22][CH2:23][CH2:24][NH:25]1.[Cl:1][c:2]1[c:3]([CH3:19])[c:4]([CH3:18])[c:5]2[n:6]([n:7]1)[cH:8][c:9](-[c:11]1[cH:12][cH:13][c:14]([F:17])[cH:15][cH:16]1)[n:10]2.[OH2:26]>>[c:2]1([N:22]2[CH2:21][CH2:20][NH:25][CH2:24][CH2:23]2)[c:3]([CH3:19])[c:4]([CH3:18])[c:5]2[n:6]([n:7]1)[cH:8][c:9](-[c:11]1[cH:12][cH:13][c:14]([F:17])[cH:15][cH:16]1)[n:10]2.